This data is from the Open Reaction Database (ORD), a public repository of structured organic reaction records. The task is: describe an organic reaction: reactants, conditions, products, and yield Procedure details: Dimethylformamide (109.5 g., 1.5 moles) was cooled in an ice-water bath. Phosphorus oxychloride (229.5 g., 1.5 moles) was added dropwise over 1.5 hours and the reaction mixture then allowed to stir for 45 minutes at room temperature. Chloroform (300 ml.) was added and then 4-chlorophenoxyacetaldehyde dimethylacetal (122 g., 0.5 moles) and the mixture refluxed for approximately 16 hours. The reaction was cooled to room temperature and added slowly to approximately 300 ml. of chloroform mixed with... Reaction conditions: time 45 minute. Run in O (water), C(Cl)(Cl)Cl (chloroform), C(Cl)(Cl)Cl (Chloroform). Starting materials: CN(C=O)C (Dimethylformamide), [OH-].[Na+] (sodium hydroxide), CNC (dimethylamine), P(=O)(Cl)(Cl)Cl (Phosphorus oxychloride), COC(COC1=CC=C(C=C1)Cl)OC (4-chlorophenoxyacetaldehyde dimethylacetal). Yields the product ClC1=C(OC(C=O)=CN(C)C)C=CC=C1 (2-(2-Chlorophenoxy)-3-dimethylaminoacrylaldehyde). RXN SMILES: [CH3:1][N:2]([CH3:5])[CH:3]=O.P(Cl)(Cl)([Cl:8])=O.C[O:12][CH:13](OC)[CH2:14][O:15][C:16]1[CH:21]=[CH:20][C:19](Cl)=[CH:18][CH:17]=1.[OH-].[Na+].CNC>O.C(Cl)(Cl)Cl>[Cl:8][C:17]1[CH:18]=[CH:19][CH:20]=[CH:21][C:16]=1[O:15][C:14](=[CH:3][N:2]([CH3:5])[CH3:1])[CH:13]=[O:12] |f:3.4|.